This data is from the Open Reaction Database (ORD), a public repository of structured organic reaction records. The task is: describe an organic reaction: reactants, conditions, products, and yield The reactants are C1CSCCN1, CC#N, CCN(C(C)C)C(C)C, COc1cc(F)ccc1[N+](=O)[O-]. Product: COc1cc(N2CCSCC2)ccc1[N+](=O)[O-]. RXN SMILES: [CH2:13]1[CH2:14][S:15][CH2:16][CH2:17][NH:18]1.[CH3:28][C:29]#[N:30].[CH:19]([N:20]([CH2:21][CH3:22])[CH:23]([CH3:24])[CH3:25])([CH3:26])[CH3:27].[F:1][c:2]1[cH:3][c:4]([O:11][CH3:12])[c:5]([N+:8](=[O:9])[O-:10])[cH:6][cH:7]1>>[c:2]1([N:18]2[CH2:13][CH2:14][S:15][CH2:16][CH2:17]2)[cH:3][c:4]([O:11][CH3:12])[c:5]([N+:8](=[O:9])[O-:10])[cH:6][cH:7]1.